Dataset: the Open Reaction Database (ORD), a public repository of structured organic reaction records. Task: describe an organic reaction: reactants, conditions, products, and yield Starting materials: C(C)(=O)N1CCC(CC1)C(=O)Cl (1-acetyl-4-piperidinecarbonyl chloride), 155, FC1=CC(=CC=C1)OC (1-fluoro-3-methoxybenzene), [Cl-].[Al+3].[Cl-].[Cl-] (aluminium chloride), Cl (hydrochloric acid). Run in ClCCCl (1,2-dichloroethane). Reaction conditions: time 1 hour. The product is C(C)(=O)N1CCC(CC1)C(C1=C(C=C(C=C1)OC)F)=O (1-acetyl-4-(2-fluoro-4-methoxybenzoyl)-piperidine). As a reaction SMILES: [F:1][C:2]1[CH:7]=[CH:6][CH:5]=[C:4]([O:8][CH3:9])[CH:3]=1.[Cl-].[Al+3].[Cl-].[Cl-].[C:14]([N:17]1[CH2:22][CH2:21][CH:20]([C:23](Cl)=[O:24])[CH2:19][CH2:18]1)(=[O:16])[CH3:15].Cl>ClCCCl>[C:14]([N:17]1[CH2:18][CH2:19][CH:20]([C:23](=[O:24])[C:7]2[CH:6]=[CH:5][C:4]([O:8][CH3:9])=[CH:3][C:2]=2[F:1])[CH2:21][CH2:22]1)(=[O:16])[CH3:15] |f:1.2.3.4|. Reported procedure: A mixture of 155 parts of 1-fluoro-3-methoxybenzene, 75 parts of aluminium chloride and 650 parts of 1,2-dichloroethane is stirred and 113 parts of 1-acetyl-4-piperidinecarbonyl chloride are added portionwise. Upon completion, stirring is continued for 1 hour at 40°-50° C. The reaction mixture is poured onto a mixture of crushed ice and hydrochloric acid. The product is extracted with methylbenzene. The extract is dried, filtered and evaporated. The residue is purified by high pressure liquid-ch...